This data is from the Open Reaction Database (ORD), a public repository of structured organic reaction records. The task is: describe an organic reaction: reactants, conditions, products, and yield Reactants: CCO, Cc1ccc(-n2nc(C)c(C=O)c2O)cc1C, CO, NN1CC(=O)N(c2cccc(C(=O)O)c2)C1=S. Product: Cc1ccc(-n2nc(C)c(C=NN3CC(=O)N(c4cccc(C(=O)O)c4)C3=S)c2O)cc1C. RXN SMILES: [CH2:37]([OH:38])[CH3:39].[CH3:18][c:19]1[cH:20][c:21](-[n:26]2[n:27][c:28]([CH3:34])[c:29]([CH:32]=[O:33])[c:30]2[OH:31])[cH:22][cH:23][c:24]1[CH3:25].[CH3:35][OH:36].[NH2:1][N:2]1[C:3](=[S:17])[N:4]([c:8]2[cH:9][c:10]([C:14](=[O:15])[OH:16])[cH:11][cH:12][cH:13]2)[C:5](=[O:7])[CH2:6]1>>[N:1]([N:2]1[C:3](=[S:17])[N:4]([c:8]2[cH:9][c:10]([C:14](=[O:15])[OH:16])[cH:11][cH:12][cH:13]2)[C:5](=[O:7])[CH2:6]1)=[CH:32][c:29]1[c:28]([CH3:34])[n:27][n:26](-[c:21]2[cH:20][c:19]([CH3:18])[c:24]([CH3:25])[cH:23][cH:22]2)[c:30]1[OH:31].